describe an organic reaction: reactants, conditions, products, and yield From a dataset of the Open Reaction Database (ORD), a public repository of structured organic reaction records. The reactants are N1=CN=C(C=C1)CBr (4-pyrimidylmethyl bromide), SC(C(C)O)C (3-mercapto-2-butanol). Product: OC(C(C)SCC1=NC=NC=C1)C (4-(3-hydroxy-2-butylthiomethyl)pyrimidine). RXN SMILES: [N:1]1[CH:6]=[CH:5][C:4]([CH2:7]Br)=[N:3][CH:2]=1.[SH:9][CH:10]([CH3:14])[CH:11]([OH:13])[CH3:12]>>[OH:13][CH:11]([CH3:12])[CH:10]([S:9][CH2:7][C:4]1[CH:5]=[CH:6][N:1]=[CH:2][N:3]=1)[CH3:14]. Procedure: By the same method, 4-pyrimidylmethyl bromide is reacted with 3-mercapto-2-butanol to yield 4-(3-hydroxy-2-butylthiomethyl)pyrimidine, with 3-mercapto-1,2-propanediol to yield 4-(2,3-dihydroxy-1-propylthiomethyl)pyrimidine, with 2-mercaptophenol to yield 4-(2-hydroxyphenylthiomethyl)pyrimidine, with ethyl 2-mercaptoacetate to yield ethyl 2-(4-pyrimidylmethylthio)acetate, with ethyl 2-mercaptopropionate to yield ethyl 2-(4-pyrimidylmethylthio)propionate, with ethyl 2-phenyl-2-mercaptoacetate to y... Starting materials: ClCCCN1C=NC2=C1C=CC=C2 (1-(3-chloropropyl)-1H-benzimidazole), ClC1=CC2=C(N(C(N2)=O)C2CCNCC2)C=C1 (5-chloro-1,3-dihydro-1-(4-piperidinyl)-2H-benzimidazol-2-one), C([O-])([O-])=O.[Na+].[Na+] (sodium carbonate), CC(CC(C)=O)C (4-methyl-2-pentanone). The solvent is O (water). Yields the product N1(C=NC2=C1C=CC=C2)CCCN2CCC(CC2)N2C(NC1=C2C=CC(=C1)Cl)=O (1-{1-[3-(1H-benzimidazol-1-yl)propyl]-4-piperidinyl}-5-chloro-1,3-dihydro-2H-benzimidazol-2-one). Isolated yield 14.0%. RXN SMILES: Cl[CH2:2][CH2:3][CH2:4][N:5]1[C:9]2[CH:10]=[CH:11][CH:12]=[CH:13][C:8]=2[N:7]=[CH:6]1.[Cl:14][C:15]1[CH:30]=[CH:29][C:18]2[N:19]([CH:23]3[CH2:28][CH2:27][NH:26][CH2:25][CH2:24]3)[C:20](=[O:22])[NH:21][C:17]=2[CH:16]=1.C(=O)([O-])[O-].[Na+].[Na+].CC(C)CC(=O)C>O>[N:5]1([CH2:4][CH2:3][CH2:2][N:26]2[CH2:25][CH2:24][CH:23]([N:19]3[C:18]4[CH:29]=[CH:30][C:15]([Cl:14])=[CH:16][C:17]=4[NH:21][C:20]3=[O:22])[CH2:28][CH2:27]2)[C:9]2[CH:10]=[CH:11][CH:12]=[CH:13][C:8]=2[N:7]=[CH:6]1 |f:2.3.4|. Procedure details: A mixture of 9 parts of 1-(3-chloropropyl)-1H-benzimidazole, 10 parts of 5-chloro-1,3-dihydro-1-(4-piperidinyl)-2H-benzimidazol-2-one, 7.4 parts of sodium carbonate and 200 parts of 4-methyl-2-pentanone is stirred and refluxed overnight. The reaction mixture is cooled, water is added and the layers are separated. The organic phase is dried, filtered and evaporated. The residue is crystallized from 4-methyl-2-pentanone, yielding 2.9 parts (14%) of 1-{1-[3-(1H-benzimidazol-1-yl)propyl]-4-piperidin... Reactants: CC(C)(C)[Si](C)(C)Oc1ccc(CC2CO2)cc1, OC1(Cc2ccccc2)CCNCC1, CO. The product is CC(C)(C)[Si](C)(C)Oc1ccc(CC(O)CN2CCC(O)(Cc3ccccc3)CC2)cc1. Reaction SMILES: [C:1]([CH3:2])([CH3:3])([CH3:4])[Si:5]([O:6][c:7]1[cH:8][cH:9][c:10]([CH2:13][CH:14]2[O:15][CH2:16]2)[cH:11][cH:12]1)([CH3:17])[CH3:18].[CH2:19]([c:20]1[cH:21][cH:22][cH:23][cH:24][cH:25]1)[C:26]1([OH:32])[CH2:27][CH2:28][NH:29][CH2:30][CH2:31]1.[CH3:33][OH:34]>>[C:1]([CH3:2])([CH3:3])([CH3:4])[Si:5]([O:6][c:7]1[cH:8][cH:9][c:10]([CH2:13][CH:14]([OH:15])[CH2:16][N:29]2[CH2:28][CH2:27][C:26]([CH2:19][c:20]3[cH:21][cH:22][cH:23][cH:24][cH:25]3)([OH:32])[CH2:31][CH2:30]2)[cH:11][cH:12]1)([CH3:17])[CH3:18]. Reaction SMILES: [CH2:17]([CH3:18])[O:19][C:20]([CH2:21][c:22]1[cH:23][cH:24][c:25]([Cl:28])[cH:26][cH:27]1)=[O:29].[CH3:2][O:3][S:4]([O-:5])(=[O:6])=[O:7].[CH3:30][CH2:31][OH:32].[CH3:8][N:9]([C:10]1=[N+:11]([CH3:15])[CH2:12][CH2:13][CH2:14]1)[CH3:16].[Na:1]>>[C:10]1(=[C:21]([C:20]([O:19][CH2:17][CH3:18])=[O:29])[c:22]2[cH:23][cH:24][c:25]([Cl:28])[cH:26][cH:27]2)[N:11]([CH3:15])[CH2:12][CH2:13][CH2:14]1. Product: CCOC(=O)C(=C1CCCN1C)c1ccc(Cl)cc1. Starting materials: CCOC(=O)Cc1ccc(Cl)cc1, COS(=O)(=O)[O-], CCO, CN(C)C1=[N+](C)CCC1, [Na]. The reactants are CC(C)OC(C)C, OCCOc1ccc(Cl)c(Cl)c1, NS(=O)(=O)Cl. Product: NS(=O)(=O)OCCOc1ccc(Cl)c(Cl)c1. RXN SMILES: [CH:18]([O:19][CH:20]([CH3:21])[CH3:22])([CH3:23])[CH3:24].[Cl:6][c:7]1[cH:8][c:9]([O:10][CH2:11][CH2:12][OH:13])[cH:14][cH:15][c:16]1[Cl:17].[S:1]([NH2:2])(=[O:3])(=[O:4])[Cl:5]>>[S:1]([NH2:2])(=[O:3])(=[O:4])[O:13][CH2:12][CH2:11][O:10][c:9]1[cH:8][c:7]([Cl:6])[c:16]([Cl:17])[cH:15][cH:14]1. The reactants are O=C1NC(=O)c2ccccc21, CN(C)C=O, FC(F)(F)c1nc(Nc2cccc(Cl)c2)ncc1CCl, [K]. Yields the product O=C1c2ccccc2C(=O)N1Cc1cnc(Nc2cccc(Cl)c2)nc1C(F)(F)F. RXN SMILES: [C:21]1(=[O:31])[c:22]2[c:23]([cH:27][cH:28][cH:29][cH:30]2)[C:24](=[O:26])[NH:25]1.[CH3:33][N:34]([CH3:35])[CH:36]=[O:37].[Cl:1][CH2:2][c:3]1[c:4]([C:17]([F:18])([F:19])[F:20])[n:5][c:6]([NH:9][c:10]2[cH:11][c:12]([Cl:16])[cH:13][cH:14][cH:15]2)[n:7][cH:8]1.[K:32]>>[CH2:2]([c:3]1[c:4]([C:17]([F:18])([F:19])[F:20])[n:5][c:6]([NH:9][c:10]2[cH:11][c:12]([Cl:16])[cH:13][cH:14][cH:15]2)[n:7][cH:8]1)[N:25]1[C:21](=[O:31])[c:22]2[c:23]([cH:27][cH:28][cH:29][cH:30]2)[C:24]1=[O:26]. Starting materials: C#CCO, CC(C)NC(C)C, [Cu]I, Fc1ccc(I)cc1. Reaction SMILES: [CH2:9]([C:10]#[CH:11])[OH:12].[CH:13]([NH:14][CH:15]([CH3:16])[CH3:17])([CH3:18])[CH3:19].[Cu:20][I:21].[F:1][c:2]1[cH:3][cH:4][c:5]([I:8])[cH:6][cH:7]1>>[F:1][c:2]1[cH:3][cH:4][c:5]([C:11]#[C:10][CH2:9][OH:12])[cH:6][cH:7]1. The product is OCC#Cc1ccc(F)cc1.